The task is: describe an organic reaction: reactants, conditions, products, and yield. This data is from the Open Reaction Database (ORD), a public repository of structured organic reaction records. Reactants: NC(C#N)(CN1N=C2C=C(C=CC2=C1OC)Cl)C (2-amino-3-(6-chloro-3-methoxy-2H-indazol-2-yl)-2-methylpropionitrile), FC(C1=CC=C(C(=S)Cl)C=C1)(F)F (4-trifluoromethylthiobenzoyl chloride). Product: ClC=1C=CC2=C(N(N=C2C1)CC(C)(C#N)NC(C1=CC=C(C=C1)C(F)(F)F)=S)OC (N-[2-(6-Chloro-3-methoxy-2H-indazol-2-yl)-1-cyano-1-methylethyl]-4-trifluoromethylthiobenzamide), solid. Isolated yield 91.0%. Reaction SMILES: [NH2:1][C:2]([CH3:18])([CH2:5][N:6]1[C:14]([O:15][CH3:16])=[C:13]2[C:8]([CH:9]=[C:10]([Cl:17])[CH:11]=[CH:12]2)=[N:7]1)[C:3]#[N:4].[F:19][C:20]([F:31])([F:30])[C:21]1[CH:29]=[CH:28][C:24]([C:25](Cl)=[S:26])=[CH:23][CH:22]=1>>[Cl:17][C:10]1[CH:11]=[CH:12][C:13]2[C:8]([CH:9]=1)=[N:7][N:6]([CH2:5][C:2]([NH:1][C:25](=[S:26])[C:24]1[CH:23]=[CH:22][C:21]([C:20]([F:19])([F:30])[F:31])=[CH:29][CH:28]=1)([C:3]#[N:4])[CH3:18])[C:14]=2[O:15][CH3:16]. Procedure details: Using a procedure similar to that described in Example 1, except using 2-amino-3-(6-chloro-3-methoxy-2H-indazol-2-yl)-2-methylpropionitrile (40 mg, described in Example 105) and 4-trifluoromethylthiobenzoyl chloride, the title compound was isolated as a white solid (65 mg, 91%). MS (ES): M/Z [M+H]=469. 1H NMR: (400 MHz, DMSO-d6): 1.71 (s, 3H), 4.20 (s, 3H), 4.76 (d, 1H), 4.89 (d, 1H), 6.87 (dd, J=9.0, 1.7 Hz, 1H), 7.51 (s, 1H), 7.86-7.91 (m, 3H), 7.97 (d, 2H) and 9.01 (s, 1H). 19F NMR (376 MHz, ... Reactants: O=C([O-])[O-], CCc1nc2ccccc2[nH]1, Cn1cnc2c(N3CCOCC3)nc(Cl)nc21, [Cs+], [Cs+], C1COCCO1, O=C(C=Cc1ccccc1)C=Cc1ccccc1, O=C(C=Cc1ccccc1)C=Cc1ccccc1, O=C(C=Cc1ccccc1)C=Cc1ccccc1, [Pd], [Pd]. Yields the product CCc1nc2ccccc2n1-c1nc(N2CCOCC2)c2ncn(C)c2n1. RXN SMILES: [C:29](=[O:30])([O-:31])[O-:32].[CH2:18]([CH3:19])[c:20]1[nH:21][c:22]2[c:23]([n:24]1)[cH:25][cH:26][cH:27][cH:28]2.[Cl:1][c:2]1[n:3][c:4]([N:12]2[CH2:13][CH2:14][O:15][CH2:16][CH2:17]2)[c:5]2[n:6][cH:7][n:8]([CH3:11])[c:9]2[n:10]1.[Cs+:33].[Cs+:34].[O:35]1[CH2:36][CH2:37][O:38][CH2:39][CH2:40]1.[O:43]=[C:44]([CH:45]=[CH:46][c:47]1[cH:48][cH:49][cH:50][cH:51][cH:52]1)[CH:53]=[CH:54][c:55]1[cH:56][cH:57][cH:58][cH:59][cH:60]1.[O:61]=[C:62]([CH:63]=[CH:64][c:65]1[cH:66][cH:67][cH:68][cH:69][cH:70]1)[CH:71]=[CH:72][c:73]1[cH:74][cH:75][cH:76][cH:77][cH:78]1.[O:79]=[C:80]([CH:81]=[CH:82][c:83]1[cH:84][cH:85][cH:86][cH:87][cH:88]1)[CH:89]=[CH:90][c:91]1[cH:92][cH:93][cH:94][cH:95][cH:96]1.[Pd:41].[Pd:42]>>[c:2]1(-[n:21]2[c:20]([CH2:18][CH3:19])[n:24][c:23]3[c:22]2[cH:28][cH:27][cH:26][cH:25]3)[n:3][c:4]([N:12]2[CH2:13][CH2:14][O:15][CH2:16][CH2:17]2)[c:5]2[n:6][cH:7][n:8]([CH3:11])[c:9]2[n:10]1. The reactants are ClCCl, CN(Cc1cnc2nc(N)nc(N)c2n1)c1ccc(C(=O)NC(CCC(=O)NCCOCCOCCOCCOCCOCCNC(=O)COc2ccc(-c3[nH]nc4c3C(=O)c3c(NC(=O)NN5CCOCC5)cccc3-4)cc2)C(=O)OC(C)(C)C)cc1, O. The product is CN(Cc1cnc2nc(N)nc(N)c2n1)c1ccc(C(=O)NC(CCC(=O)NCCOCCOCCOCCOCCOCCNC(=O)COc2ccc(-c3[nH]nc4c3C(=O)c3c(NC(=O)NN5CCOCC5)cccc3-4)cc2)C(=O)O)cc1. RXN SMILES: [Cl:89][CH2:90][Cl:91].[NH2:1][c:2]1[n:3][c:4]2[n:5][cH:6][c:7]([CH2:13][N:14]([c:15]3[cH:16][cH:17][c:18]([C:21](=[O:22])[NH:23][CH:24]([C:25](=[O:26])[O:27][C:28]([CH3:29])([CH3:30])[CH3:31])[CH2:32][CH2:33][C:34]([NH:35][CH2:36][CH2:37][O:38][CH2:39][CH2:40][O:41][CH2:42][CH2:43][O:44][CH2:45][CH2:46][O:47][CH2:48][CH2:49][O:50][CH2:51][CH2:52][NH:53][C:54]([CH2:55][O:56][c:57]4[cH:58][cH:59][c:60](-[c:63]5[c:64]6[c:65]([n:66][nH:67]5)-[c:68]5[cH:69][cH:70][cH:71][c:72]([NH:76][C:77](=[O:78])[NH:79][N:80]7[CH2:81][CH2:82][O:83][CH2:84][CH2:85]7)[c:73]5[C:74]6=[O:75])[cH:61][cH:62]4)=[O:86])=[O:87])[cH:19][cH:20]3)[CH3:88])[n:8][c:9]2[c:10]([NH2:12])[n:11]1.[OH2:92]>>[NH2:1][c:2]1[n:3][c:4]2[n:5][cH:6][c:7]([CH2:13][N:14]([c:15]3[cH:16][cH:17][c:18]([C:21](=[O:22])[NH:23][CH:24]([C:25](=[O:26])[OH:27])[CH2:32][CH2:33][C:34]([NH:35][CH2:36][CH2:37][O:38][CH2:39][CH2:40][O:41][CH2:42][CH2:43][O:44][CH2:45][CH2:46][O:47][CH2:48][CH2:49][O:50][CH2:51][CH2:52][NH:53][C:54]([CH2:55][O:56][c:57]4[cH:58][cH:59][c:60](-[c:63]5[c:64]6[c:65]([n:66][nH:67]5)-[c:68]5[cH:69][cH:70][cH:71][c:72]([NH:76][C:77](=[O:78])[NH:79][N:80]7[CH2:81][CH2:82][O:83][CH2:84][CH2:85]7)[c:73]5[C:74]6=[O:75])[cH:61][cH:62]4)=[O:86])=[O:87])[cH:19][cH:20]3)[CH3:88])[n:8][c:9]2[c:10]([NH2:12])[n:11]1. Starting materials: NC=1C=C(C(=O)NC=2C=NC(=CC2)C(F)(F)F)C=CC1N (3,4-diamino-N-(6-trifluoromethylpyridin-3-yl)-benzamide), COC(C(CC1=CC(=C(C(=C1)C)C=O)C)(C)C)=O (3-(4-formyl-3,5-dimethylphenyl)-2,2-dimethylpropionic acid methyl ester). Product: CC=1C=C(C=C(C1C1=NC2=C(N1)C=CC(=C2)C(NC=2C=NC(=CC2)C(F)(F)F)=O)C)CC(C(=O)O)(C)C (3-{3,5-Dimethyl-4-[5-(6-trifluoromethyl-pyridin-3-ylcarbamoyl)-1H-benzoimidazol-2-yl]-phenyl}-2,2-dimethylpropionic acid). RXN SMILES: [NH2:1][C:2]1[CH:3]=[C:4]([CH:18]=[CH:19][C:20]=1[NH2:21])[C:5]([NH:7][C:8]1[CH:9]=[N:10][C:11]([C:14]([F:17])([F:16])[F:15])=[CH:12][CH:13]=1)=[O:6].C[O:23][C:24](=[O:39])[C:25]([CH3:38])([CH3:37])[CH2:26][C:27]1[CH:32]=[C:31]([CH3:33])[C:30]([CH:34]=O)=[C:29]([CH3:36])[CH:28]=1>>[CH3:36][C:29]1[CH:28]=[C:27]([CH2:26][C:25]([CH3:38])([CH3:37])[C:24]([OH:39])=[O:23])[CH:32]=[C:31]([CH3:33])[C:30]=1[C:34]1[NH:21][C:20]2[CH:19]=[CH:18][C:4]([C:5](=[O:6])[NH:7][C:8]3[CH:9]=[N:10][C:11]([C:14]([F:17])([F:15])[F:16])=[CH:12][CH:13]=3)=[CH:3][C:2]=2[N:1]=1. Procedure details: The title compound was prepared from 3,4-diamino-N-(6-trifluoromethylpyridin-3-yl)-benzamide (from Example 6-36) and 3-(4-formyl-3,5-dimethylphenyl)-2,2-dimethylpropionic acid methyl ester analogous to Example 6-29. 1N NMR (400 MHz, MeOD): δ 9.20 (s, 1H), 8.68 (d, 1H), 8.43 (s, 1H), 8.10 (d, 1H), 7.98 (d, 1H), 7.85 (d, 1H), 7.19 (s, 2H), 3.00 (s, 2H), 2.27 (s, 6H), 1.29 (s, 6H). MS (m/z) 511.2 (M+1); Retention time: 1.20 min (Method 10). Starting materials: O=C1C2=C(NC3=C(N1)C=CC=C3)C=CC(=C2)NC(=S)N ((11-Oxo-10,11-dihydro-5H-dibenzo[b,e][1,4]diazepin-2-yl)-thiourea), ClCC=O (chloroacetaldehyde). Solvent: C(C)O (ethanol). Yields the product S1C(=NC=C1)NC1=CC2=C(NC3=C(NC2=O)C=CC=C3)C=C1 (2-(Thiazol-2-ylamino)-5,10-dihydro-dibenzo[b,e][1,4]diazepin-11-one). Isolated yield 40.0%. RXN SMILES: [O:1]=[C:2]1[NH:8][C:7]2[CH:9]=[CH:10][CH:11]=[CH:12][C:6]=2[NH:5][C:4]2[CH:13]=[CH:14][C:15]([NH:17][C:18]([NH2:20])=[S:19])=[CH:16][C:3]1=2.Cl[CH2:22][CH:23]=O>C(O)C>[S:19]1[CH:23]=[CH:22][N:20]=[C:18]1[NH:17][C:15]1[CH:14]=[CH:13][C:4]2[NH:5][C:6]3[CH:12]=[CH:11][CH:10]=[CH:9][C:7]=3[NH:8][C:2](=[O:1])[C:3]=2[CH:16]=1. Reported procedure: To a solution of (11-oxo-10,11-dihydro-5H-dibenzo[b,e][1,4]diazepin-2-yl)-thiourea (Example 9, 75 mg, 0.26 mmol) in ethanol (10 mL) was added chloroacetaldehyde (50% in water, 0.1 mL). The solution was refluxed for 5 hr and then concentrated under vacuum and poured into water (5 mL). The solution pH was adjusted to 9 with aqueous saturated sodium bicarbonate and then extracted with ethyl acetate. The organic phase was dried over magnesium sulfate and the solvent evaporated. The residue was recry... Starting materials: C(#N)C=1C=CC(=NC1)NS(=O)(=O)C1=CC=C(C=C1)OCC=1C(=NOC1C)C (N-(5-cyano-2-pyridinyl)-4-{[(3,5-dimethyl-4-isoxazolyl)methyl]oxy}benzenesulfonamide), CC(C)(C)N=C(N(C)C)N(C)C (N″-(1,1-dimethylethyl)-N,N,N′,N′-tetramethylguanidine), BrCC(C)C (1-bromo-2-methylpropane). Solvent: CO (methanol), C(C)#N (acetonitrile). Run at temperature 20 celsius, time 1 hour. Product: CC1=NOC(=C1COC1=CC=C(C=C1)S(=O)(=O)N(C1=NC=C(C=C1)C)CC(C)C)C (4-((3,5-dimethylisoxazol-4-yl)methoxy)-N-isobutyl-N-(5-methylpyridin-2-yl)benzenesulfonamide). The yield is 7.0%. RXN SMILES: [C:1]([C:3]1[CH:4]=[CH:5][C:6]([NH:9][S:10]([C:13]2[CH:18]=[CH:17][C:16]([O:19][CH2:20][C:21]3[C:22]([CH3:27])=[N:23][O:24][C:25]=3[CH3:26])=[CH:15][CH:14]=2)(=[O:12])=[O:11])=[N:7][CH:8]=1)#N.[CH3:28][C:29](N=C(N(C)C)N(C)C)([CH3:31])[CH3:30].BrCC(C)C>C(#N)C.CO>[CH3:27][C:22]1[C:21]([CH2:20][O:19][C:16]2[CH:17]=[CH:18][C:13]([S:10]([N:9]([CH2:28][CH:29]([CH3:31])[CH3:30])[C:6]3[CH:5]=[CH:4][C:3]([CH3:1])=[CH:8][N:7]=3)(=[O:12])=[O:11])=[CH:14][CH:15]=2)=[C:25]([CH3:26])[O:24][N:23]=1. Procedure details: To a solution of N-(5-cyano-2-pyridinyl)-4-{[(3,5-dimethyl-4-isoxazolyl)methyl]oxy}benzenesulfonamide (23 mg, 0.060 mmol) in acetonitrile (0.5 mL) at room temperature was added N″-(1,1-dimethylethyl)-N,N,N′,N′-tetramethylguanidine (0.024 mL, 0.120 mmol). The reaction mixture was stirred at 20° C. for 1 hour, then 1-bromo-2-methylpropane (0.013 mL, 0.120 mmol) was added. The reaction was heated by microwaves to 150° C. for 30 minutes. After cooling, the reaction mixture was diluted with methanol ... Reactants: C(C1=CC=CC=C1)(=O)N (benzamide), BrC(C(=O)C1=CC=C(C=C1)Br)C (2,4′-dibromopropiophenone). Conditions: temperature 135 celsius, time 2 hour. Product: BrC1=CC=C(C=C1)C=1N=C(OC1C)C1=CC=CC=C1 (4-(4-bromophenyl)-5-methyl-2-phenyloxazole). As a reaction SMILES: [C:1]([NH2:9])(=[O:8])[C:2]1[CH:7]=[CH:6][CH:5]=[CH:4][CH:3]=1.Br[CH:11]([CH3:21])[C:12]([C:14]1[CH:19]=[CH:18][C:17]([Br:20])=[CH:16][CH:15]=1)=O>>[Br:20][C:17]1[CH:18]=[CH:19][C:14]([C:12]2[N:9]=[C:1]([C:2]3[CH:7]=[CH:6][CH:5]=[CH:4][CH:3]=3)[O:8][C:11]=2[CH3:21])=[CH:15][CH:16]=1. Reported procedure: a mixture of benzamide (4.919 ml, 54.46 mmol) and 2,4′-dibromopropiophenone (10.60 g, 36.31 mmol) was heated in a 135° C. oil bath. The mixture became homogenous at >100° C. The reaction was stirred at 135° C. for 2 hours, after which time a precipitate had developed, and removed from the hot oil bath. Approximately 20 mL of acetonitrile was added to the mixture, which was left to equilibrate to room temperature. The precipitate was collected by filtration, rinsing with acetonitrile to afford a ... The reactants are C(C)(=O)OC(C)=O (acetic anhydride), N1=C(C=CC=C1C)C (2,6-lutidine), C(=O)C1=CC=C(C=C1)C(=O)OC (methyl 4-formylbenzenecarboxylate), [OH-].[Na+] (sodium hydroxide). Run in O (water). Yields the product CC1=CC=CC(=N1)/C=C/C1=CC=C(C=C1)C(=O)OC (Methyl 4-[(E)-2-(6-methylpyridin-2-yl)vinyl]benzenecarboxylate). Yield: 65.1%. Reaction SMILES: C(OC(=O)C)(=O)C.[N:8]1[C:13]([CH3:14])=[CH:12][CH:11]=[CH:10][C:9]=1[CH3:15].[CH:16]([C:18]1[CH:23]=[CH:22][C:21]([C:24]([O:26][CH3:27])=[O:25])=[CH:20][CH:19]=1)=O.[OH-].[Na+]>O>[CH3:14][C:13]1[N:8]=[C:9](/[CH:15]=[CH:16]/[C:18]2[CH:19]=[CH:20][C:21]([C:24]([O:26][CH3:27])=[O:25])=[CH:22][CH:23]=2)[CH:10]=[CH:11][CH:12]=1 |f:3.4|. Reported procedure: An acetic anhydride solution (100 mL) of 2,6-lutidine (65 g) and methyl 4-formylbenzenecarboxylate (20 g) was stirred overnight at 180° C. The reaction solution was poured into water with ice, and aqueous 5 N sodium hydroxide solution was added thereto until it became alkaline. The resulting mixture was extracted with ethyl acetate, and the organic layer was dried with anhydrous magnesium sulfate. The solvent was evaporated off, and the resulting residue was purified through silica gel column ch... Starting materials: ClC=1SC(=CC1CBr)Cl (2,5-Dichloro-3-bromomethyl thiophene), C1(=CC=CC=C1)P(C1=CC=CC=C1)C1=CC=CC=C1 (triphenyl phosphine). The solvent is C1=CC=CC=C1 (benzene). Yields the product [Br-].ClC1=C(C=C(S1)Cl)C[P+](C1=CC=CC=C1)(C1=CC=CC=C1)C1=CC=CC=C1 ((2,5-dichloro-3-thenyl)triphenyl phosphonium bromide). As a reaction SMILES: [Cl:1][C:2]1[S:3][C:4]([Cl:9])=[CH:5][C:6]=1[CH2:7][Br:8].[C:10]1([P:16]([C:23]2[CH:28]=[CH:27][CH:26]=[CH:25][CH:24]=2)[C:17]2[CH:22]=[CH:21][CH:20]=[CH:19][CH:18]=2)[CH:15]=[CH:14][CH:13]=[CH:12][CH:11]=1>C1C=CC=CC=1>[Br-:8].[Cl:1][C:2]1[S:3][C:4]([Cl:9])=[CH:5][C:6]=1[CH2:7][P+:16]([C:17]1[CH:18]=[CH:19][CH:20]=[CH:21][CH:22]=1)([C:23]1[CH:28]=[CH:27][CH:26]=[CH:25][CH:24]=1)[C:10]1[CH:11]=[CH:12][CH:13]=[CH:14][CH:15]=1 |f:3.4|. Reported procedure: 2,5-Dichloro-3-bromomethyl thiophene (22 g., 90 mmoles) was mixed with 26 g. (99 mmoles) of triphenyl phosphine and 150 ml. of benzene. The mixture was heated to the reflux for 21/2 hours, cooled and filtered to give (2,5-dichloro-3-thenyl)triphenyl phosphonium bromide, m.p. 208°-215° C.